The task is: describe an organic reaction: reactants, conditions, products, and yield. This data is from the Open Reaction Database (ORD), a public repository of structured organic reaction records. Starting materials: C(C)C1=CC=C(C=C1)C=1C=CC2=C(C=C(CCS2(=O)=O)C(=O)OC)C1 (methyl 7-(4-ethylphenyl)-1,1-dioxo-2,3-dihydro-1-benzothiepine-4-carboxylate), Cl (hydrochloric acid). Run in COCCOC (1,2-dimethoxyethane). The product is C(C)C1=CC=C(C=C1)C=1C=CC2=C(C=C(CCS2(=O)=O)C(=O)O)C1 (7-(4-ethylphenyl)-1,1-dioxo-2,3-dihydro-1-benzothiepine-4-carboxylic acid). The yield is 87.0%. As a reaction SMILES: [CH2:1]([C:3]1[CH:8]=[CH:7][C:6]([C:9]2[CH:10]=[CH:11][C:12]3[S:18](=[O:20])(=[O:19])[CH2:17][CH2:16][C:15]([C:21]([O:23]C)=[O:22])=[CH:14][C:13]=3[CH:25]=2)=[CH:5][CH:4]=1)[CH3:2].Cl>COCCOC>[CH2:1]([C:3]1[CH:8]=[CH:7][C:6]([C:9]2[CH:10]=[CH:11][C:12]3[S:18](=[O:20])(=[O:19])[CH2:17][CH2:16][C:15]([C:21]([OH:23])=[O:22])=[CH:14][C:13]=3[CH:25]=2)=[CH:5][CH:4]=1)[CH3:2]. Procedure: To a solution of methyl 7-(4-ethylphenyl)-1,1-dioxo-2,3-dihydro-1-benzothiepine-4-carboxylate (600 mg) in 1,2-dimethoxyethane (20 ml) was added 6N hydrochloric acid (10 ml), and the mixture was refluxed for 24 hours, cooled to room temperature and extracted with ethyl acetate. The organic layer was washed with saturated brine, dried with magnesium sulfate and concentrated under reduced pressure to give crystals, which were collected by filtration. The crystals were washed with hexane to give pal... Reactants: C(C)C1(OCCC2=C1NC1=C(C=CC=C21)CC)CCO (2-(1,8-Diethyl-1,3,4,9-tetrahydropyrano[3,4-b]indol-1-yl)-ethanol), CCN(CC)S(F)(F)F (DAST). The solvent is C(Cl)Cl (CH2Cl2). Conditions: time 1 hour. Yields the product C(C)C1(OCCC2=C1NC1=C(C=CC=C21)CC)CCF (1,8-Diethyl-1-(2-fluoroethyl)-1,3,4,9-tetrahydropyrano[3,4-b]indole). The yield is 32.7%. Reaction SMILES: [CH2:1]([C:3]1([CH2:18][CH2:19]O)[C:8]2[NH:9][C:10]3[C:15]([C:7]=2[CH2:6][CH2:5][O:4]1)=[CH:14][CH:13]=[CH:12][C:11]=3[CH2:16][CH3:17])[CH3:2].CCN(S(F)(F)[F:27])CC>C(Cl)Cl>[CH2:1]([C:3]1([CH2:18][CH2:19][F:27])[C:8]2[NH:9][C:10]3[C:15]([C:7]=2[CH2:6][CH2:5][O:4]1)=[CH:14][CH:13]=[CH:12][C:11]=3[CH2:16][CH3:17])[CH3:2]. Procedure details: To a stirred solution of compound 1 (136 mg, 0.5 mmol) in CH2Cl2 (2 mL) at −40° C. under argon, DAST (396 μL, 3.0 mmol, 6.0 eq) was slowly added in a dropwise manner. The resulting mixture was allowed to warm to room temperature and stirred for one hour before being cooled to 0° C. and quenched with MeOH (1 mL). The mixture was stirred an additional thirty minutes at room temperature, and then saturated NaHCO3 (10 mL) was added dropwise. The resulting aqueous layer was extracted three times with... Reactants: O=C([O-])[O-], C1CCNCC1, C1CCOC1, O=C(Cl)CCl, [K+], [K+], O. Product: O=C(CCl)N1CCCCC1. RXN SMILES: [C:6](=[O:7])([O-:8])[O-:9].[CH2:12]1[CH2:13][CH2:14][NH:15][CH2:16][CH2:17]1.[CH2:18]1[O:19][CH2:20][CH2:21][CH2:22]1.[Cl:1][CH2:2][C:3](=[O:4])[Cl:5].[K+:10].[K+:11].[OH2:23]>>[Cl:1][CH2:2][C:3](=[O:4])[N:15]1[CH2:14][CH2:13][CH2:12][CH2:17][CH2:16]1. Starting materials: C(C)(=O)OCC.CCCCCC (ethyl acetate hexane), sol., C(CCCCC)C=1C(=CC=2C(CCC(C2C1)(C)C)(C)C)C=O (3-hexyl-5,5,8,8-tetramethyl-5,6,7,8-tetrahydronaphth-2-aldehyde). Solvent: C1CCOC1 (THF), C1CCOC1 (THF). Reaction conditions: time 90 minute. Yields the product C(CCCCC)C=1C(=CC=2C(CCC(C2C1)(C)C)(C)C)CO ((3-Hexyl-5,5,8,8-tetramethyl-5,6,7,8-tetrahydronaphth-2-yl)-methanol). Yield: 91.2%. As a reaction SMILES: [CH2:1]([C:7]1[C:8]([CH:21]=[O:22])=[CH:9][C:10]2[C:11]([CH3:20])([CH3:19])[CH2:12][CH2:13][C:14]([CH3:18])([CH3:17])[C:15]=2[CH:16]=1)[CH2:2][CH2:3][CH2:4][CH2:5][CH3:6].C(OCC)(=O)C.CCCCCC>C1COCC1>[CH2:1]([C:7]1[C:8]([CH2:21][OH:22])=[CH:9][C:10]2[C:11]([CH3:20])([CH3:19])[CH2:12][CH2:13][C:14]([CH3:18])([CH3:17])[C:15]=2[CH:16]=1)[CH2:2][CH2:3][CH2:4][CH2:5][CH3:6] |f:1.2|. Procedure: A solution of 4.14 g of 3-hexyl-5,5,8,8-tetramethyl-5,6,7,8-tetrahydronaphth-2-aldehyde (from Example 4.1) in 20 ml of THF was cooled to 0° C. and treated with 13.8 ml of borane-THF complex sol. 1M in THF (3 H eq.). The mixture was stirred at room temperature for 90 min., then cooled back at 0° C. and quenched carefully by the addition of 30 ml of hydrochloric acid 3N. The mixture was stirred at room temperature for 30 min., then was extracted with 3 portions of 100 ml ether. The combined extrac... The reactants are C(C1=CC=CC=C1)N1CC(C(CC1)(OCC)OCC)NC(=N)C1=NN(C2=CC(=CC=C12)C1=C(C=C(C(=C1)F)OCOCC[Si](C)(C)C)CC)C1OCCCC1 (N-(1-benzyl-4,4-diethoxy-piperidin-3-yl)-6-[2-ethyl-5-fluoro-4-(2-trimethylsilanyl-ethoxymethoxy)-phenyl]-1-(tetrahydro-pyran-2-yl)-1H-indazole-3-carboxamidine), Cl (hydrochloric acid), C(O)([O-])=O.[Na+] (sodium hydrogen carbonate). Run in C(C)O (ethanol). Conditions: time 18 hour. Yields the product C(C1=CC=CC=C1)N1CC(C(CC1)(OCC)OCC)NC(=N)C1=NN(C2=CC(=CC=C12)C1=C(C=C(C(=C1)F)O)CC)C1OCCCC1 (N-(1-Benzyl-4,4-diethoxy-piperidin-3-yl)-6-(2-ethyl-5-fluoro-4-hydroxy-phenyl)-1-(tetrahydro-pyran-2-yl)-1H-indazole-3-carboxamidine). Isolated yield 100.1%. As a reaction SMILES: [CH2:1]([N:8]1[CH2:13][CH2:12][C:11]([O:17][CH2:18][CH3:19])([O:14][CH2:15][CH3:16])[CH:10]([NH:20][C:21]([C:23]2[C:31]3[C:26](=[CH:27][C:28]([C:32]4[CH:37]=[C:36]([F:38])[C:35]([O:39]COCC[Si](C)(C)C)=[CH:34][C:33]=4[CH2:48][CH3:49])=[CH:29][CH:30]=3)[N:25]([CH:50]3[CH2:55][CH2:54][CH2:53][CH2:52][O:51]3)[N:24]=2)=[NH:22])[CH2:9]1)[C:2]1[CH:7]=[CH:6][CH:5]=[CH:4][CH:3]=1.Cl.C(=O)([O-])O.[Na+]>C(O)C>[CH2:1]([N:8]1[CH2:13][CH2:12][C:11]([O:17][CH2:18][CH3:19])([O:14][CH2:15][CH3:16])[CH:10]([NH:20][C:21]([C:23]2[C:31]3[C:26](=[CH:27][C:28]([C:32]4[CH:37]=[C:36]([F:38])[C:35]([OH:39])=[CH:34][C:33]=4[CH2:48][CH3:49])=[CH:29][CH:30]=3)[N:25]([CH:50]3[CH2:55][CH2:54][CH2:53][CH2:52][O:51]3)[N:24]=2)=[NH:22])[CH2:9]1)[C:2]1[CH:3]=[CH:4][CH:5]=[CH:6][CH:7]=1 |f:2.3|. Procedure details: To a solution of N-(1-benzyl-4,4-diethoxy-piperidin-3-yl)-6-[2-ethyl-5-fluoro-4-(2-trimethylsilanyl-ethoxymethoxy)-phenyl]-1-(tetrahydro-pyran-2-yl)-1H-indazole-3-carboxamidine (Preparation 8, 7.28 g, 9.4 mmol) in ethanol (32 mL) was added concentrated hydrochloric acid (12M, 3.92 mL, 47 mmol) and the resulting solution was allowed to stir at room temperature for 18 hours. The reaction mixture was cooled to 0° C. and neutralised by dropwise addition of a saturated aqueous solution of sodium hydr...